Dataset: the Open Reaction Database (ORD), a public repository of structured organic reaction records. Task: describe an organic reaction: reactants, conditions, products, and yield RXN SMILES: [CH3:1][C:2]1[O:3][C:4]2[C:9]([C:10](=[O:12])[CH:11]=1)=[CH:8][CH:7]=[CH:6][C:5]=2[CH:13]=O.[CH3:15][C:16](=O)[CH2:17][C:18](=[O:20])[CH3:19].[NH2:22][C:23]([CH3:33])=[CH:24][C:25]([O:27][CH2:28][C:29]([F:32])([F:31])[F:30])=[O:26].C(O)(=O)C>C(O)(C)C>[C:18]([C:17]1[CH:13]([C:5]2[CH:6]=[CH:7][CH:8]=[C:9]3[C:4]=2[O:3][C:2]([CH3:1])=[CH:11][C:10]3=[O:12])[C:24]([C:25]([O:27][CH2:28][C:29]([F:30])([F:32])[F:31])=[O:26])=[C:23]([CH3:33])[NH:22][C:16]=1[CH3:15])(=[O:20])[CH3:19]. Reported procedure: 100 mg (0.53 mmol) of 2-methyl-4-oxo-4H-chromene-8-carbaldehyde are dissolved with 93.1 mg (0.93 mmol) of 2,4-pentanedione, 97 mg (0.53 mmol) of 2,2,2-trifluoroethyl 3-aminobut-2-enoate and 32 μl (0.55 mmol) of acetic acid in 5 ml of isopropanol and heated under reflux under argon for 10 h. The solvent is then removed in vacuo, and the residue is purified by column chromatography on silica gel (mobile phase: dichloromethane/methanol 95:5). 28 mg (12% of theory) of the title compound are obtained... Reactants: CC=1OC2=C(C=CC=C2C(C1)=O)C=O (2-methyl-4-oxo-4H-chromene-8-carbaldehyde), CC(CC(C)=O)=O (2,4-pentanedione), NC(=CC(=O)OCC(F)(F)F)C (2,2,2-trifluoroethyl 3-aminobut-2-enoate), C(C)(=O)O (acetic acid). Yields the product C(C)(=O)C=1C(C(=C(NC1C)C)C(=O)OCC(F)(F)F)C=1C=CC=C2C(C=C(OC12)C)=O (2,2,2-Trifluoroethyl 5-acetyl-2,6-dimethyl-4-(2-methyl-4-oxo-4H-chromen-8-yl)-1,4-dihydro-pyridine-3-carboxylate). Run in C(C)(C)O (isopropanol). Reactants: O=C1CCC(=O)N1Cl, Cl, O=c1[nH]ccc2cc(OC3CCNCC3)ccc12, [Na+], [OH-], O=S(=O)(O)O. Yields the product O=c1[nH]ccc2c(Cl)c(OC3CCNCC3)ccc12. RXN SMILES: [Cl:20][N:21]1[C:22](=[O:23])[CH2:24][CH2:25][C:26]1=[O:27].[ClH:1].[NH:2]1[CH2:3][CH2:4][CH:5]([O:8][c:9]2[cH:10][c:11]3[cH:12][cH:13][nH:14][c:15](=[O:19])[c:16]3[cH:17][cH:18]2)[CH2:6][CH2:7]1.[Na+:29].[OH-:28].[S:30](=[O:31])(=[O:32])([OH:33])[OH:34]>>[NH:2]1[CH2:3][CH2:4][CH:5]([O:8][c:9]2[c:10]([Cl:20])[c:11]3[cH:12][cH:13][nH:14][c:15](=[O:19])[c:16]3[cH:17][cH:18]2)[CH2:6][CH2:7]1. Conditions: temperature 0 celsius, time 1 hour. Procedure details: Compound (157a) (0.200 g), sodium triacetoxyborohydride (0.189 g), and isopropenyl methyl ether (0.102 mL) were dissolved in dichloroethane (2.0 mL) and acetic acid (0.50 mL), followed by stirring at 0° C. for 1 hr. The reaction solution was distributed between ethyl acetate and saturated sodium bicarbonate water, and the organic layer was washed with saturated saline and was dried over anhydrous sodium sulfate. The solvent was distilled away to obtain 4-{4-iodo-3-(trifluoromethyl)-1H-pyrazolo[3... The product is IC1=C2C(=NC=C1)N(N=C2C(F)(F)F)C2=CC(=C(C(=O)N)C=C2)C(C)C (4-{4-iodo-3-(trifluoromethyl)-1H-pyrazolo[3,4-b]pyridin-1-yl}-2-(isopropyl)benzamide). RXN SMILES: N[C:2]1[CH:10]=[C:9]([N:11]2[C:15]3=[N:16][CH:17]=[CH:18][C:19]([I:20])=[C:14]3[C:13]([C:21]([F:24])([F:23])[F:22])=[N:12]2)[CH:8]=[CH:7][C:3]=1[C:4]([NH2:6])=[O:5].C(O[BH-](OC(=O)C)OC(=O)C)(=O)C.[Na+].CO[C:41]([CH3:43])=[CH2:42].O.C(=O)(O)[O-].[Na+]>ClC(Cl)C.C(O)(=O)C.C(OCC)(=O)C>[I:20][C:19]1[CH:18]=[CH:17][N:16]=[C:15]2[N:11]([C:9]3[CH:8]=[CH:7][C:3]([C:4]([NH2:6])=[O:5])=[C:2]([CH:41]([CH3:43])[CH3:42])[CH:10]=3)[N:12]=[C:13]([C:21]([F:23])([F:24])[F:22])[C:14]=12 |f:1.2,4.5.6|. Solvent: ClC(C)Cl (dichloroethane), C(C)(=O)OCC (ethyl acetate), C(C)(=O)O (acetic acid). Yield: 30.0%. Starting materials: O.C([O-])(O)=O.[Na+] (sodium bicarbonate water), NC1=C(C(=O)N)C=CC(=C1)N1N=C(C=2C1=NC=CC2I)C(F)(F)F (2-Amino-4-{4-iodo-3-(trifluoromethyl)-1H-pyrazolo[3,4-b]pyridin-1-yl}benzamide), C(C)(=O)O[BH-](OC(C)=O)OC(C)=O.[Na+] (sodium triacetoxyborohydride), COC(=C)C (isopropenyl methyl ether). The reactants are Clc1ccc(Cl)nc1, Fc1ccc(OCC2CCC3CNCCN3C2)cc1. The product is Fc1ccc(OCC2CCC3CN(c4ccc(Cl)cn4)CCN3C2)cc1. Reaction SMILES: [Cl:1][c:2]1[n:3][cH:4][c:5]([Cl:8])[cH:6][cH:7]1.[F:9][c:10]1[cH:11][cH:12][c:13]([O:14][CH2:15][CH:16]2[CH2:17][CH2:18][CH:19]3[N:20]([CH2:21][CH2:22][NH:23][CH2:24]3)[CH2:25]2)[cH:26][cH:27]1>>[c:2]1([N:23]2[CH2:22][CH2:21][N:20]3[CH:19]([CH2:18][CH2:17][CH:16]([CH2:15][O:14][c:13]4[cH:12][cH:11][c:10]([F:9])[cH:27][cH:26]4)[CH2:25]3)[CH2:24]2)[n:3][cH:4][c:5]([Cl:8])[cH:6][cH:7]1. Reactants: C1(=CC=CC2=CC=CC=C12)CCOC=1C=C(C(=O)N)C=CC1[N+](=O)[O-] (3-(2-naphthalen-1-yl-ethoxy)-4-nitro-benzamide), [H][H] (hydrogen). Reagents/catalysts: [Ni] (Raney Nickel). The solvent is O1CCCC1 (tetrahydrofuran). Product: NC1=C(C=C(C(=O)N)C=C1)OCCC1=CC=CC2=CC=CC=C12 (4-amino-3-(2-naphthalen-1-yl-ethoxy)-benzamide). The yield is 100.4%. RXN SMILES: [C:1]1([CH2:11][CH2:12][O:13][C:14]2[CH:15]=[C:16]([CH:20]=[CH:21][C:22]=2[N+:23]([O-])=O)[C:17]([NH2:19])=[O:18])[C:10]2[C:5](=[CH:6][CH:7]=[CH:8][CH:9]=2)[CH:4]=[CH:3][CH:2]=1.[H][H]>O1CCCC1.[Ni]>[NH2:23][C:22]1[CH:21]=[CH:20][C:16]([C:17]([NH2:19])=[O:18])=[CH:15][C:14]=1[O:13][CH2:12][CH2:11][C:1]1[C:10]2[C:5](=[CH:6][CH:7]=[CH:8][CH:9]=2)[CH:4]=[CH:3][CH:2]=1. Reported procedure: To a solution of 3-(2-naphthalen-1-yl-ethoxy)-4-nitro-benzamide (0.500 g, 1.48 mmol) in 75 mL of tetrahydrofuran at room temperature was added Raney Nickel (0.50 g). The reaction was pressurized to 50 psi of hydrogen for 18 hours. The reaction was then filtered through celite and washed with tetrahydrofuran. The filtrate was then concentrated in vacuo to dryness to yield 4-amino-3-(2-naphthalen-1-yl-ethoxy)-benzamide 455 mg (100%) of a white solid. 1HNMR(300 MHz, DMSO) 8.26 (d, 1H), 7.99 (d, 1H)... Starting materials: C, COC(=O)c1cn(-c2ccc(O)cc2C)c(C2CCN(C(=O)OCc3ccccc3)CC2)cc1=O, CO, [Pd]. Yields the product COC(=O)c1cn(-c2ccc(O)cc2C)c(C2CCNCC2)cc1=O. RXN SMILES: [C:38].[CH2:1]([O:2][C:3](=[O:4])[N:11]1[CH2:12][CH2:13][CH:14]([c:17]2[n:18](-[c:28]3[c:29]([CH3:35])[cH:30][c:31]([OH:34])[cH:32][cH:33]3)[cH:19][c:20]([C:21](=[O:22])[O:23][CH3:24])[c:25](=[O:27])[cH:26]2)[CH2:15][CH2:16]1)[c:5]1[cH:6][cH:7][cH:8][cH:9][cH:10]1.[CH3:36][OH:37].[Pd:39]>>[NH:11]1[CH2:12][CH2:13][CH:14]([c:17]2[n:18](-[c:28]3[c:29]([CH3:35])[cH:30][c:31]([OH:34])[cH:32][cH:33]3)[cH:19][c:20]([C:21](=[O:22])[O:23][CH3:24])[c:25](=[O:27])[cH:26]2)[CH2:15][CH2:16]1. The reactants are CC(=O)O, O=[N+]([O-])O, CCOC(=O)c1ccc(O)cc1. Product: CCOC(=O)c1ccc(O)c([N+](=O)[O-])c1. As a reaction SMILES: [CH3:17][C:18](=[O:19])[OH:20].[OH:13][N+:14]([O-:15])=[O:16].[OH:1][c:2]1[cH:3][cH:4][c:5]([C:6](=[O:7])[O:8][CH2:9][CH3:10])[cH:11][cH:12]1>>[OH:1][c:2]1[cH:3][cH:4][c:5]([C:6](=[O:7])[O:8][CH2:9][CH3:10])[cH:11][c:12]1[N+:14](=[O:13])[O-:15].